From a dataset of the Open Reaction Database (ORD), a public repository of structured organic reaction records. describe an organic reaction: reactants, conditions, products, and yield As a reaction SMILES: [CH3:40][C:41](=[O:42])[O-:43].[CH3:44][OH:45].[CH:1](=[O:2])[CH2:3][N:4]1[C:5](=[O:35])[C:6]([NH:13][C:14](=[O:15])[NH:16][c:17]2[cH:18][cH:19][c:20]([CH3:23])[cH:21][cH:22]2)([CH2:24][C:25](=[O:26])[NH:27][c:28]2[cH:29][cH:30][c:31]([CH3:34])[cH:32][cH:33]2)[c:7]2[cH:8][cH:9][cH:10][cH:11][c:12]21.[ClH:36].[NH2:37][OH:38].[Na+:39].[OH2:46]>>[CH:1]([CH2:3][N:4]1[C:5](=[O:35])[C:6]([NH:13][C:14](=[O:15])[NH:16][c:17]2[cH:18][cH:19][c:20]([CH3:23])[cH:21][cH:22]2)([CH2:24][C:25](=[O:26])[NH:27][c:28]2[cH:29][cH:30][c:31]([CH3:34])[cH:32][cH:33]2)[c:7]2[cH:8][cH:9][cH:10][cH:11][c:12]21)=[N:37][OH:38]. Product: Cc1ccc(NC(=O)CC2(NC(=O)Nc3ccc(C)cc3)C(=O)N(CC=NO)c3ccccc32)cc1. Starting materials: CC(=O)[O-], CO, Cc1ccc(NC(=O)CC2(NC(=O)Nc3ccc(C)cc3)C(=O)N(CC=O)c3ccccc32)cc1, Cl, NO, [Na+], O. Starting materials: Cc1ccc2cc(C(=O)O)ccc2n1, Cc1ccccc1N. The reagents and catalysts are [B-](F)(F)(F)F.CN(C)C(=[N+](C)C)ON1C=CC=CC1=O (TPTU), CCN(C(C)C)C(C)C (DIPEA). The solvent is CN(C)C=O (DMF), CN(C)C=O (DMF), CN(C)C=O (DMF), CN(C)C=O (DMF), CN(C)C=O (DMF), CN(C)C=O (DMF). Reaction conditions: temperature 25 celsius, time 2 hour. Yields the product Cc1ccc2cc(C(=O)Nc3ccccc3C)ccc2n1. Yield: 39.4%. As a reaction SMILES: Cc1ccccc1N.Cc1ccc2cc(C(=O)O)ccc2n1.[B-](F)(F)(F)F.CN(C)C(=[N+](C)C)ON1C=CC=CC1=O.CCN(C(C)C)C(C)C.CN(C)C=O>>Cc1ccc2cc(C(=O)Nc3ccccc3C)ccc2n1. Reported procedure: 1 g of 3-(bromomethyl)pyridine hydrobromide was reacted with methyl 4-mercaptobenzoate via Procedure Q to afford methyl 4-(pyridin-3-ylmethylthio)benzoate. 980 mg of methyl 4-(pyridin-3-ylmethylthio)benzoate was reacted via Procedure R to give methyl 4-(pyridin-3-ylmethylsulfonyl)benzoate. 760 mg of methyl 4-(pyridin-3-ylmethylsulfonyl)benzoate was hydrolyzed via Procedure M to give 4-(pyridin-3-ylmethylsulfonyl)benzoic acid. 60 mg of 4-chloro-3-(pyridin-2-yl)aniline was coupled to 4-(pyridin-3-... RXN SMILES: [Cl:1][C:2]1[CH:8]=[CH:7][C:5]([NH2:6])=[CH:4][C:3]=1[C:9]1[CH:14]=[CH:13][CH:12]=[CH:11][N:10]=1.[N:15]1[CH:20]=[CH:19][CH:18]=[C:17]([CH2:21][S:22]([C:25]2[CH:33]=[CH:32][C:28]([C:29](O)=[O:30])=[CH:27][CH:26]=2)(=[O:24])=[O:23])[CH:16]=1>>[Cl:1][C:2]1[CH:8]=[CH:7][C:5]([NH:6][C:29](=[O:30])[C:28]2[CH:32]=[CH:33][C:25]([S:22]([CH2:21][C:17]3[CH:16]=[N:15][CH:20]=[CH:19][CH:18]=3)(=[O:24])=[O:23])=[CH:26][CH:27]=2)=[CH:4][C:3]=1[C:9]1[CH:14]=[CH:13][CH:12]=[CH:11][N:10]=1. The reactants are ClC1=C(C=C(N)C=C1)C1=NC=CC=C1 (4-chloro-3-(pyridin-2-yl)aniline), N1=CC(=CC=C1)CS(=O)(=O)C1=CC=C(C(=O)O)C=C1 (4-(pyridin-3-ylmethylsulfonyl)benzoic acid). Yields the product ClC1=C(C=C(C=C1)NC(C1=CC=C(C=C1)S(=O)(=O)CC=1C=NC=CC1)=O)C1=NC=CC=C1 (N-(4-chloro-3-(pyridin-2-yl)phenyl)-4-(pyridin-3-ylmethylsulfonyl)benzamide). Reactants: O1N=C(C2=C1C=CC=C2)O (1,2-Benzisoxazol-3-ol), S(O)(O)(=O)=O (sulfuric acid), [N+](=O)(O)[O-] (nitric acid). Reaction conditions: time 90 minute. The product is [N+](=O)([O-])C=1C=CC2=C(C(=NO2)O)C1 (5-Nitro-1,2-benzisoxazol-3-ol). Reaction SMILES: [O:1]1[C:5]2[CH:6]=[CH:7][CH:8]=[CH:9][C:4]=2[C:3]([OH:10])=[N:2]1.S(=O)(=O)(O)O.[N+:16]([O-])([OH:18])=[O:17]>>[N+:16]([C:8]1[CH:7]=[CH:6][C:5]2[O:1][N:2]=[C:3]([OH:10])[C:4]=2[CH:9]=1)([O-:18])=[O:17]. Procedure: 1,2-Benzisoxazol-3-ol (19.7 g, 0.146 mol) is added portionwise to concentrated sulfuric acid. The resultant reaction mixture is treated dropwise with 70% nitric acid (11.3 mL), stirred for 90 minutes, and poured onto ice. The resultant aqueous mixture is filtered to obtain a waxy paste. The paste is recrystallized from a methanol/water mixture to give the title product as a solid which is identified by 1H NMR spectral analysis.